Dataset: the Open Reaction Database (ORD), a public repository of structured organic reaction records. Task: describe an organic reaction: reactants, conditions, products, and yield The reactants are C(C)(C)(C)OC(=O)N1CCC2=C(CC1)C(=C(C=C2)Cl)SC(N(C)C)=O (3-tert-butoxycarbonyl-7-chloro-6-dimethylcarbamoylthio-2,3,4,5-tetrahydro-1H-benzo[d]azepine), BrC(C)C1=NC=CC=C1C ((±)-2-(1-bromoethyl)-3-methyl-pyridine). The product is Cl.ClC1=C(C2=C(CCNCC2)C=C1)SC(C)C1=NC=CC=C1C ((±)-7-Chloro-6-[1-(3-methylpyridin-2-yl)-ethylthio]-2,3,4,5-tetrahydro-1H-benzo[d]azepine Hydrochloride). As a reaction SMILES: C(OC([N:8]1[CH2:14][CH2:13][C:12]2[C:15]([S:20]C(=O)N(C)C)=[C:16]([Cl:19])[CH:17]=[CH:18][C:11]=2[CH2:10][CH2:9]1)=O)(C)(C)C.Br[CH:27]([C:29]1[C:34]([CH3:35])=[CH:33][CH:32]=[CH:31][N:30]=1)[CH3:28]>>[ClH:19].[Cl:19][C:16]1[CH:17]=[CH:18][C:11]2[CH2:10][CH2:9][NH:8][CH2:14][CH2:13][C:12]=2[C:15]=1[S:20][CH:27]([C:29]1[C:34]([CH3:35])=[CH:33][CH:32]=[CH:31][N:30]=1)[CH3:28] |f:2.3|. Procedure details: Use a method similar to the Preparation 177 to react 3-tert-butoxycarbonyl-7-chloro-6-dimethylcarbamoylthio-2,3,4,5-tetrahydro-1H-benzo[d]azepine with (±)-2-(1-bromoethyl)-3-methyl-pyridine. Use a method similar to the General Procedure 1-5, basic workup, and a method similar to the General Procedure 2-2 to give the title compound as a white solid. MS (APCI+) m/z: 333 (M+H)+. Reactants: O=[N+]([O-])c1ccc(F)cc1, C1CC2NCCC2N1. Product: O=[N+]([O-])c1ccc(N2CCC3NCCC32)cc1. As a reaction SMILES: [F:9][c:10]1[cH:11][cH:12][c:13]([N+:16](=[O:17])[O-:18])[cH:14][cH:15]1.[NH:1]1[CH:2]2[CH:3]([CH2:4][CH2:5]1)[NH:6][CH2:7][CH2:8]2>>[N:1]1([c:10]2[cH:11][cH:12][c:13]([N+:16](=[O:17])[O-:18])[cH:14][cH:15]2)[CH:2]2[CH:3]([CH2:4][CH2:5]1)[NH:6][CH2:7][CH2:8]2.